Dataset: the Open Reaction Database (ORD), a public repository of structured organic reaction records. Task: describe an organic reaction: reactants, conditions, products, and yield Reactants: Cl (Hydrochloric acid), solution, C(CCC)OC(=C)C=1N=NC(=CC1)C=1C=NC(=CC1)C(C(C)C)(C)C1=CC=C(C=C1)C=1C=NC(=NC1)N1C(=CC=C1C)C (3-(1-butoxyvinyl)-6-[6-(1-{4-[2-(2,5-dimethyl-1H-pyrrol-1-yl)pyrimidin-5-yl]phenyl}-1,2-dimethylpropyl)pyridin-3-yl]pyridazine), C([O-])(O)=O.[Na+] (sodium bicarbonate), [Cl-].[Na+] (sodium chloride), solution, Cl (hydrochloric acid), aqueous solution, Cl (hydrochloric acid), aqueous solution, Cl (hydrochloric acid). The solvent is CCO (EtOH), CCO (EtOH), CCO (EtOH). Reaction conditions: time 15 minute. The product is CC=1N(C(=CC1)C)C1=NC=C(C=N1)C1=CC=C(C=C1)C(C(C)C)(C)C1=CC=C(C=N1)C1=CC=C(N=N1)C(C)=O (1-{6-[6-(1-{4-[2-(2,5-dimethyl-1H-pyrrol-1-yl)pyrimidin-5-yl]phenyl}-1,2-dimethylpropyl)pyridin-3-yl]pyridazin-3-yl}ethanone). RXN SMILES: Cl.C([O:6][C:7]([C:9]1[N:10]=[N:11][C:12]([C:15]2[CH:16]=[N:17][C:18]([C:21]([C:26]3[CH:31]=[CH:30][C:29]([C:32]4[CH:33]=[N:34][C:35]([N:38]5[C:42]([CH3:43])=[CH:41][CH:40]=[C:39]5[CH3:44])=[N:36][CH:37]=4)=[CH:28][CH:27]=3)([CH3:25])[CH:22]([CH3:24])[CH3:23])=[CH:19][CH:20]=2)=[CH:13][CH:14]=1)=[CH2:8])CCC.C(=O)(O)[O-].[Na+].[Cl-].[Na+]>CCO>[CH3:44][C:39]1[N:38]([C:35]2[N:34]=[CH:33][C:32]([C:29]3[CH:28]=[CH:27][C:26]([C:21]([C:18]4[N:17]=[CH:16][C:15]([C:12]5[N:11]=[N:10][C:9]([C:7](=[O:6])[CH3:8])=[CH:14][CH:13]=5)=[CH:20][CH:19]=4)([CH3:25])[CH:22]([CH3:23])[CH3:24])=[CH:31][CH:30]=3)=[CH:37][N:36]=2)[C:42]([CH3:43])=[CH:41][CH:40]=1 |f:2.3,4.5|. Procedure details: Hydrochloric acid (100 mL of a 1.0 M solution in EtOH) was added to a stirred solution of 4y (7.03 g, 12.3 mmol) in EtOH (50.0 mL) at 0° C. After approximately 15 min, a second portion of hydrochloric acid (100 mL of a 2.0 M aqueous solution) was added, and after another 15 min, a third portion of hydrochloric acid (100 mL of a 1.0 M solution in EtOH). After an additional 15 min, a final portion of hydrochloric acid (50 mL of a 6.0 M aqueous solution) was added, and the resulting reaction was ag... The reactants are COC(=O)c1cnc(Cl)nc1C(F)(F)F, Nc1ccc(Cl)cc1Cl, C1COCCO1. The product is COC(=O)c1cnc(Nc2ccc(Cl)cc2Cl)nc1C(F)(F)F. RXN SMILES: [Cl:1][c:2]1[n:3][cH:4][c:5]([C:12](=[O:13])[O:14][CH3:15])[c:6]([C:8]([F:9])([F:10])[F:11])[n:7]1.[NH2:16][c:17]1[cH:18][cH:19][c:20]([Cl:21])[cH:22][c:23]1[Cl:24].[O:25]1[CH2:26][CH2:27][O:28][CH2:29][CH2:30]1>>[c:2]1([NH:16][c:17]2[cH:18][cH:19][c:20]([Cl:21])[cH:22][c:23]2[Cl:24])[n:3][cH:4][c:5]([C:12](=[O:13])[O:14][CH3:15])[c:6]([C:8]([F:9])([F:10])[F:11])[n:7]1.